describe an organic reaction: reactants, conditions, products, and yield From a dataset of the Open Reaction Database (ORD), a public repository of structured organic reaction records. The reactants are [Al+3], O=C(Nc1ccc2ncccc2c1)c1ccc(OCc2ccccc2)cc1, [Cl-], [H-], [H-], [H-], [H-], [Li+], [NH4+], C1CCOC1. The product is c1ccc(COc2ccc(CNc3ccc4ncccc4c3)cc2)cc1. Reaction SMILES: [Al+3:2].[CH2:7]([c:8]1[cH:9][cH:10][cH:11][cH:12][cH:13]1)[O:14][c:15]1[cH:16][cH:17][c:18]([C:19](=[O:20])[NH:21][c:22]2[cH:23][c:24]3[cH:25][cH:26][cH:27][n:28][c:29]3[cH:30][cH:31]2)[cH:32][cH:33]1.[Cl-:34].[H-:1].[H-:4].[H-:5].[H-:6].[Li+:3].[NH4+:35].[O:36]1[CH2:37][CH2:38][CH2:39][CH2:40]1>>[CH2:7]([c:8]1[cH:9][cH:10][cH:11][cH:12][cH:13]1)[O:14][c:15]1[cH:16][cH:17][c:18]([CH2:19][NH:21][c:22]2[cH:23][c:24]3[cH:25][cH:26][cH:27][n:28][c:29]3[cH:30][cH:31]2)[cH:32][cH:33]1. The reactants are CC(C)([O-])C.[K+] (potassium tert-butoxide), O (water), ice water, N(=O)OCCCC (n-butyl nitrite), CC1=C(C=CC(=C1C)S(=O)(=O)C)Cl (2,3-dimethyl-4-methylsulfonylchlorobenzene). The solvent is CN(C=O)C (dimethylformamide), C(C)(=O)O (acetic acid), CN(C=O)C (dimethylformamide). Yields the product ClC=1C(=C(C=NO)C(=CC1)S(=O)(=O)C)C (3-chloro-2-methyl-6-methylsulfonylbenzaldoxime). RXN SMILES: [N:1](OCCCC)=[O:2].[CH3:8][C:9]1[C:14]([CH3:15])=[C:13]([S:16]([CH3:19])(=[O:18])=[O:17])[CH:12]=[CH:11][C:10]=1[Cl:20].CC(C)([O-])C.[K+].O>CN(C)C=O.C(O)(=O)C>[Cl:20][C:10]1[C:9]([CH3:8])=[C:14]([C:13]([S:16]([CH3:19])(=[O:17])=[O:18])=[CH:12][CH:11]=1)[CH:15]=[N:1][OH:2] |f:2.3|. Reported procedure: A solution of 12.7 g (119 mmol) of n-butyl nitrite (97% pure) and 20 g (92 mmol) of 2,3-dimethyl-4-methylsulfonylchlorobenzene in 100 ml of dimethylformamide is cooled to from −55 to −60° C., and a solution of 16.8 g (147 mmol) of potassium tert-butoxide in 70 ml of dimethylformamide is added dropwise at this temperature, over a period of 30 minutes. The reaction is monitored by HPLC. For work-up, initially 50 ml of water are added, and the pH is subsequently adjusted to 5-6 using approximately ... Reactants: O=C([O-])[O-], COC(=O)CC(=O)OC, CCOC(C)=O, CN(C)C=O, Cl, O=[N+]([O-])c1ccc(F)cc1F, [K+], [K+], O. Product: COC(=O)C(C(=O)OC)c1cc(F)ccc1[N+](=O)[O-]. As a reaction SMILES: [C:1](=[O:2])([O-:3])[O-:4].[C:7]([CH2:8][C:9](=[O:10])[O:11][CH3:12])(=[O:13])[O:14][CH3:15].[CH3:29][CH2:30][O:31][C:32](=[O:33])[CH3:34].[CH3:35][N:36]([CH3:37])[CH:38]=[O:39].[ClH:27].[F:16][c:17]1[c:18]([N+:24](=[O:25])[O-:26])[cH:19][cH:20][c:21]([F:23])[cH:22]1.[K+:5].[K+:6].[OH2:28]>>[C:7]([CH:8]([C:9](=[O:10])[O:11][CH3:12])[c:17]1[c:18]([N+:24](=[O:25])[O-:26])[cH:19][cH:20][c:21]([F:23])[cH:22]1)(=[O:13])[O:14][CH3:15]. The reactants are CO[C@H]1[C@@H]([C@H]([C@@H]([C@H](O1)CO)O)O)O (methyl-beta-D-glucopyranoside), polyglycosides, O=C[C@H](O)[C@@H](O)[C@H](O)[C@H](O)CO (dextrose). Yields the product CO[C@@H]1[C@@H]([C@H]([C@@H]([C@H](O1)CO)O)O)O (methyl-alpha-D-glucopyranoside). Isolated yield 79.0%. As a reaction SMILES: [CH3:1][O:2][C@@H:3]1[O:8][C@H:7]([CH2:9][OH:10])[C@@H:6]([OH:11])[C@H:5]([OH:12])[C@H:4]1[OH:13].O=C[C@@H]([C@H]([C@@H]([C@@H](CO)O)O)O)O>>[CH3:1][O:2][C@H:3]1[O:8][C@H:7]([CH2:9][OH:10])[C@@H:6]([OH:11])[C@H:5]([OH:12])[C@H:4]1[OH:13]. Reported procedure: In the above Table I, it can be seen tht Sample A product composition gave a yield of 79.0% methyl-alpha-D-glucopyranoside and methyl-beta-D-glucopyranoside, and only 10.81% of polyglycosides and dextrose. Sample D produced 77.12% methyl-alpha-D-glucopyranoside and methyl-beta-D-glucopyranoside, while Sample G produced only 71.55% of the glucosides. At the same time, the percentages of polyglycosides and dextrose increased as the methanol:starch ratio decreased. The cost of removal of excess met... The reactants are N1(CCCCCC1)C1=NC(=NC=C1)N[C@@H]1[C@H](N(CC1)C1CCCCC1)CN=[N+]=[N-] (4-(1-azepanyl)-N-[(2R,3S)-2-(azidomethyl)-1-cyclohexyl-3-pyrrolidinyl]-2-pyrimidinamine). The reagents and catalysts are [C].[Pd] (palladium carbon). Solvent: C(C)O (ethanol). Run at time 30 minute. Product: NC[C@H]1N(CC[C@@H]1NC1=NC=CC(=N1)N1CCCCCC1)C1CCCCC1 (N-[(2R,3S)-2-(aminomethyl)-1-cyclohexyl-3-pyrrolidinyl]-4-(1-azepanyl)-2-pyrimidinamine). The yield is 99.3%. Reaction SMILES: [N:1]1([C:8]2[CH:13]=[CH:12][N:11]=[C:10]([NH:14][C@H:15]3[CH2:19][CH2:18][N:17]([CH:20]4[CH2:25][CH2:24][CH2:23][CH2:22][CH2:21]4)[C@@H:16]3[CH2:26][N:27]=[N+]=[N-])[N:9]=2)[CH2:7][CH2:6][CH2:5][CH2:4][CH2:3][CH2:2]1>C(O)C.[C].[Pd]>[NH2:27][CH2:26][C@@H:16]1[C@@H:15]([NH:14][C:10]2[N:9]=[C:8]([N:1]3[CH2:7][CH2:6][CH2:5][CH2:4][CH2:3][CH2:2]3)[CH:13]=[CH:12][N:11]=2)[CH2:19][CH2:18][N:17]1[CH:20]1[CH2:21][CH2:22][CH2:23][CH2:24][CH2:25]1 |f:2.3|. Procedure: In a solution of the compound 9 (125 mg) in ethanol (4 mL), 10% palladium carbon (wet, 112 mg) was added under an argon atmosphere. The reaction mixture was stirred under a hydrogen atmosphere at room temperature for 30 minutes. The reaction mixture was filtered with Celite (trade name) and the filtrate was concentrated and obtained the title compound (116 mg) having the following physical properties. The reactants are C(Cl)Cl (DCM), C(=O)([O-])[O-].[Na+].[Na+] (Na2CO3), FC(C=1C(=NC=C(C1)C1=NN2C(S1)=NC=C2I)N)(F)F (3-(trifluoromethyl)-5-(5-iodoimidazo[2,1-b][1,3,4]thiadiazol-2-yl)pyridin-2-amine), COC=1C=C(C=CC1C(=O)OC)B(O)O (3-methoxy-4-methoxycarbonylphenylboronic acid). Reagents/catalysts: C1=CC=C(C=C1)P([C-]2C=CC=C2)C3=CC=CC=C3.C1=CC=C(C=C1)P([C-]2C=CC=C2)C3=CC=CC=C3.Cl[Pd]Cl.[Fe+2] (Pd(dppf)Cl2). Solvent: COCCOC (DME). Reaction conditions: temperature 90 celsius. The product is COC(C1=C(C=C(C=C1)C1=CN=C2SC(=NN21)C=2C=NC(=C(C2)C(F)(F)F)N)OC)=O (4-[2-(6-Amino-5-trifluoromethyl-pyridin-3-yl)-imidazo[2,1-b][1,3,4]thiadiazol-5-yl]-2-methoxy-benzoic acid methyl ester). Yield: 0.9%. As a reaction SMILES: [F:1][C:2]([F:20])([F:19])[C:3]1[C:4]([NH2:18])=[N:5][CH:6]=[C:7]([C:9]2[S:13][C:12]3=[N:14][CH:15]=[C:16](I)[N:11]3[N:10]=2)[CH:8]=1.[CH3:21][O:22][C:23]1[CH:24]=[C:25](B(O)O)[CH:26]=[CH:27][C:28]=1[C:29]([O:31][CH3:32])=[O:30].C(Cl)Cl.C([O-])([O-])=O.[Na+].[Na+]>COCCOC.C1C=CC(P(C2C=CC=CC=2)[C-]2C=CC=C2)=CC=1.C1C=CC(P(C2C=CC=CC=2)[C-]2C=CC=C2)=CC=1.Cl[Pd]Cl.[Fe+2]>[CH3:32][O:31][C:29](=[O:30])[C:28]1[CH:27]=[CH:26][C:25]([C:16]2[N:11]3[C:12]([S:13][C:9]([C:7]4[CH:6]=[N:5][C:4]([NH2:18])=[C:3]([C:2]([F:20])([F:19])[F:1])[CH:8]=4)=[N:10]3)=[N:14][CH:15]=2)=[CH:24][C:23]=1[O:22][CH3:21] |f:3.4.5,7.8.9.10|. Procedure: To a suspension of 3-(trifluoromethyl)-5-(5-iodoimidazo[2,1-b][1,3,4]thiadiazol-2-yl)pyridin-2-amine (0.500 g, 1.216 mmol, 1 eq), 3-methoxy-4-methoxycarbonylphenylboronic acid (0.306 g, 1.459 mmol, 1.2 eq), Pd(dppf)Cl2.DCM (0.105 g, 0.126 mmol, 0.1 eq) in DME was added a sat. aq. solution of Na2CO3 (2 mL). The reaction mixture was heated in a sealed tube at 90° C. over the weekend. The solid was filtered off, washed with MeOH and treated with a mixture of DCM and MeOH. The solid was removed by f...